The task is: describe an organic reaction: reactants, conditions, products, and yield. This data is from the Open Reaction Database (ORD), a public repository of structured organic reaction records. Starting materials: [Br-], CO, CCCC[N+](CCCC)(CCCC)CCCC, CCN(C(C)C)C(C)C, ClCc1ccc(Cl)cc1, O, NNc1ccc(OCc2ccc3ccccc3n2)cc1. The product is NN(Cc1ccc(Cl)cc1)c1ccc(OCc2ccc3ccccc3n2)cc1. Reaction SMILES: [Br-:42].[CH3:40][OH:41].[CH3:43][CH2:44][CH2:45][CH2:46][N+:47]([CH2:48][CH2:49][CH2:50][CH3:51])([CH2:52][CH2:53][CH2:54][CH3:55])[CH2:56][CH2:57][CH2:58][CH3:59].[CH:30]([N:31]([CH:32]([CH3:33])[CH3:34])[CH2:35][CH3:36])([CH3:37])[CH3:38].[Cl:21][c:22]1[cH:23][cH:24][c:25]([CH2:26][Cl:27])[cH:28][cH:29]1.[OH2:39].[n:1]1[c:2]([CH2:11][O:12][c:13]2[cH:14][cH:15][c:16]([NH:19][NH2:20])[cH:17][cH:18]2)[cH:3][cH:4][c:5]2[cH:6][cH:7][cH:8][cH:9][c:10]12>>[n:1]1[c:2]([CH2:11][O:12][c:13]2[cH:14][cH:15][c:16]([N:19]([NH2:20])[CH2:26][c:25]3[cH:24][cH:23][c:22]([Cl:21])[cH:29][cH:28]3)[cH:17][cH:18]2)[cH:3][cH:4][c:5]2[cH:6][cH:7][cH:8][cH:9][c:10]12.